This data is from the Open Reaction Database (ORD), a public repository of structured organic reaction records. The task is: describe an organic reaction: reactants, conditions, products, and yield The reactants are C(C)OC(=O)C=1C=C2C(CC(NC2=CC1)C1=CC(=CC=C1)Br)(C)C (2-(3-bromo-phenyl)-4,4-dimethyl-1,2,3,4-tetrahydro-quinoline-6-carboxylic acid ethyl ester), C(C)(C)(C)C1=CC=C(C=C1)B(O)O (4-tert-butylbenzeneboronic acid), C([O-])([O-])=O.[Na+].[Na+] (sodium carbonate), C(C)(=O)OCC (ethyl acetate). The reagents and catalysts are C1=CC=C(C=C1)P(C2=CC=CC=C2)C3=CC=CC=C3.C1=CC=C(C=C1)P(C2=CC=CC=C2)C3=CC=CC=C3.Cl[Pd]Cl (bis(triphenylphosphine)palladium (II) chloride). Solvent: O1CCOCC1 (dioxane). Conditions: temperature 120 celsius. Product: C(C)OC(=O)C=1C=C2C(CC(NC2=CC1)C=1C=C(C=CC1)C1=CC=C(C=C1)C(C)(C)C)(C)C (2-(4′-tert-butyl-biphenyl-3-yl)-4,4-dimethyl-1,2,3,4-tetrahydro-quinoline-6-carboxylic acid ethyl ester). Isolated yield 31.4%. RXN SMILES: [CH2:1]([O:3][C:4]([C:6]1[CH:7]=[C:8]2[C:13](=[CH:14][CH:15]=1)[NH:12][CH:11]([C:16]1[CH:21]=[CH:20][CH:19]=[C:18](Br)[CH:17]=1)[CH2:10][C:9]2([CH3:24])[CH3:23])=[O:5])[CH3:2].[C:25]([C:29]1[CH:34]=[CH:33][C:32](B(O)O)=[CH:31][CH:30]=1)([CH3:28])([CH3:27])[CH3:26].C(=O)([O-])[O-].[Na+].[Na+].C(OCC)(=O)C>O1CCOCC1.C1C=CC(P(C2C=CC=CC=2)C2C=CC=CC=2)=CC=1.C1C=CC(P(C2C=CC=CC=2)C2C=CC=CC=2)=CC=1.Cl[Pd]Cl>[CH2:1]([O:3][C:4]([C:6]1[CH:7]=[C:8]2[C:13](=[CH:14][CH:15]=1)[NH:12][CH:11]([C:16]1[CH:17]=[C:18]([C:32]3[CH:33]=[CH:34][C:29]([C:25]([CH3:28])([CH3:27])[CH3:26])=[CH:30][CH:31]=3)[CH:19]=[CH:20][CH:21]=1)[CH2:10][C:9]2([CH3:24])[CH3:23])=[O:5])[CH3:2] |f:2.3.4,7.8.9|. Procedure details: A mixture of 2-(3-bromo-phenyl)-4,4-dimethyl-1,2,3,4-tetrahydro-quinoline-6-carboxylic acid ethyl ester (1.0 g, 2.6 mmol), 4-tert-butylbenzeneboronic acid (0.50 g, 2.6 mmol), bis(triphenylphosphine)palladium (II) chloride (180 mg, 0.26 mmol) and 2 M sodium carbonate (3.9 mL, 7.8 mmol) in dioxane (5 mL) was heated for 3 h at 120° C. After coiling to room temperature, the mixture was treated with ethyl acetate (50 mL) and washed with water (20 mL). The organic layer was dried over anhydrous sodium... The reactants are C(CC(=O)C)(=O)OCC (ethyl acetoacetate), BrCCCCCCl (1-bromo-5-chloropentane), C([O-])([O-])=O.[K+].[K+] (potassium carbonate), C([O-])([O-])=O.[K+].[K+] (potassium carbonate). The solvent is C(C(C)C)C(=O)C (methyl isobutyl ketone). Yields the product ClCCCCCC(C(=O)OCC)C(C)=O (ethyl 7-chloro-2-(1-oxoethyl)-heptanoate). Isolated yield 72.6%. As a reaction SMILES: [C:1]([O:7][CH2:8][CH3:9])(=[O:6])[CH2:2][C:3]([CH3:5])=[O:4].Br[CH2:11][CH2:12][CH2:13][CH2:14][CH2:15][Cl:16].C(=O)([O-])[O-].[K+].[K+]>C(C(C)=O)C(C)C>[Cl:16][CH2:15][CH2:14][CH2:13][CH2:12][CH2:11][CH:2]([C:3](=[O:4])[CH3:5])[C:1]([O:7][CH2:8][CH3:9])=[O:6] |f:2.3.4|. Procedure details: A mixture of ethyl acetoacetate [VI-1] (260.2 g, 2.0 mol), methyl isobutyl ketone 300 9) and 1-bromo-5-chloropentane [V-1] (311.0 g, 1.68 mol) is heated to 80°-90° C. Thereto is added anhydrous potassium carbonate (300 g), and the mixture is reacted at 80°-90° C. for 12 hours. To the reaction mixture is further added potassium carbonate (341.4 g), and the mixture is reacted for additional 6 hours. After completion of the reaction, the mixture is filtered, and the methyl isobutyl ketone layer is ...